Dataset: the Open Reaction Database (ORD), a public repository of structured organic reaction records. Task: describe an organic reaction: reactants, conditions, products, and yield Starting materials: FC(C=1C=C2C(=NC1)NC(=C2)C(=O)O)(F)F (5-trifluoromethyl-1H-pyrrolo[2,3-b]pyridine-2-carboxylic acid), S(O)(O)(=O)=O (sulfuric acid). Run in C(C)O (ethanol). Yields the product FC(C=1C=C2C(=NC1)NC=C2)(F)F.CCC(=O)[O-] (5-Trifluoromethyl-1H-pyrrolo[2,3-b]pyridine 2-ethyl carboxylate). Isolated yield 172.3%. Reaction SMILES: [F:1][C:2]([F:16])([F:15])[C:3]1[CH:4]=[C:5]2[CH:11]=[C:10]([C:12]([OH:14])=[O:13])[NH:9][C:6]2=[N:7][CH:8]=1.S(=O)(=O)(O)O>C(O)C>[F:16][C:2]([F:1])([F:15])[C:3]1[CH:4]=[C:5]2[CH:11]=[CH:10][NH:9][C:6]2=[N:7][CH:8]=1.[CH3:11][CH2:10][C:12]([O-:14])=[O:13] |f:3.4|. Procedure details: Put 0.3 g (1.3 mmol) of 5-trifluoromethyl-1H-pyrrolo[2,3-b]pyridine-2-carboxylic acid (Angew Chem Int Ed 2004, 43(34), 4526-4528) and 50 mL of ethanol in a 100-mL flask equipped with a magnetic stirrer. Add, to this solution, 0.5 mL of concentrated sulfuric acid. The reaction mixture is then refluxed for 18 hours. The cooled solution is concentrated to dryness at reduced pressure. The residue is taken up in dichloromethane (100 mL), the organic phase is washed successively with a normal aqueous ...